Dataset: the Open Reaction Database (ORD), a public repository of structured organic reaction records. Task: describe an organic reaction: reactants, conditions, products, and yield Reactants: O.Cl.C(C)N(CCOC1=CC=C(C=C1)C(=O)N1CC(C(C(C1)=CC1=CC=CC=C1)=O)=CC1=CC=CC=C1)CC.C(C)N(CC)CCOC1=CC=C(C=C1)C(=O)N1CC(C(C(C1)=CC1=CC=CC=C1)=O)=CC1=CC=CC=C1.Cl (1-[4-(2-Diethylaminoethoxy)phenylcarbonyl]-3,5-bis(phenylmethylene)-4-piperidone hydrochloride hemihydrate), S1C(=CC=C1)C=C1CNCC(C1=O)=CC=1SC=CC1 (3,5-bis(thiophen-2-ylmethylene)-piperidin-4-one). Product: Cl (HCl), O.Cl.C(C)N(CCOC1=CC=C(C=C1)C(=O)N1CC(C(C(C1)=CC=1SC=CC1)=O)=CC=1SC=CC1)CC (1-[4-(2-Diethylamino-ethoxy)phenylcarbonyl]-3,5-bis(thiophene-2-ylmethylen)-piperidin-4-one hydrochloride monohydrate). Reaction SMILES: O.[ClH:2].C(N(CC)CC[O:8]C1C=CC(C(N2CC(=CC3C=CC=CC=3)C(=O)C(=CC3C=CC=CC=3)C2)=O)=CC=1)C.[CH2:40]([N:42]([CH2:45][CH2:46][O:47][C:48]1[CH:53]=[CH:52][C:51]([C:54](N2CC(=CC3C=CC=CC=3)C(=O)C(=CC3C=CC=CC=3)C2)=[O:55])=[CH:50][CH:49]=1)[CH2:43][CH3:44])[CH3:41].Cl.[S:78]1[CH:82]=[CH:81][CH:80]=[C:79]1[CH:83]=[C:84]1[C:89](=[O:90])[C:88](=[CH:91][C:92]2[S:93][CH:94]=[CH:95][CH:96]=2)[CH2:87][NH:86][CH2:85]1>>[ClH:2].[OH2:8].[ClH:2].[CH2:43]([N:42]([CH2:40][CH3:41])[CH2:45][CH2:46][O:47][C:48]1[CH:49]=[CH:50][C:51]([C:54]([N:86]2[CH2:85][C:84](=[CH:83][C:79]3[S:78][CH:82]=[CH:81][CH:80]=3)[C:89](=[O:90])[C:88](=[CH:91][C:92]3[S:93][CH:94]=[CH:95][CH:96]=3)[CH2:87]2)=[O:55])=[CH:52][CH:53]=1)[CH3:44] |f:0.1.2.3.4,7.8.9|. Reported procedure: Following the above procedure described for compound 4a, the reaction of 3,5-bis(thiophen-2-ylmethylene)-piperidin-4-one with V. HCl (X=CO, T=OH, Y=O, o=2, Z=N(C2H5)2) (0.015 mol) afforded 9a, m.p. 193-194° in 82% yield. δ (CDCl3): 1.44-1.47 (t, 6H, 2×CH3), 3.17-3.31 (m, 4H, 2×NCH2), 3.56 (br s, 2H, NCH2), 4.53 (t, 2H, OCH2), 4.93 (br s, 4H, 2×NCH2), 6.75-6.77 (d, 2H, C2—H &C6—H), 7.18-7.19 (t, 2H, 2×C3′—H), 7.38-7.40 (d, 4H, C3—H, C5—H & 2×C4′—H), 7.66-7.67 (d, 2H, C2′—H), 12.67 (s, 1H, NH). Fo...